This data is from the Open Reaction Database (ORD), a public repository of structured organic reaction records. The task is: describe an organic reaction: reactants, conditions, products, and yield Reactants: CC1(OB(OC1(C)C)C1=C(C=CC=C1)O)C (2-(4,4,5,5-tetramethyl-[1,3,2]dioxaborolan-2-yl)phenol), CC1(C=C(CC(C1)(C)C)OS(=O)(=O)C(F)(F)F)C (trifluoromethanesulfonic acid 3,3,5,5-tetramethylcyclohex-1-enyl ester), COCCOC (1,2-dimethoxyethane), aqueous solution, C([O-])([O-])=O.[Na+].[Na+] (sodium carbonate). The reagents and catalysts are C=1C=CC(=CC1)[P](C=2C=CC=CC2)(C=3C=CC=CC3)[Pd]([P](C=4C=CC=CC4)(C=5C=CC=CC5)C=6C=CC=CC6)([P](C=7C=CC=CC7)(C=8C=CC=CC8)C=9C=CC=CC9)[P](C=1C=CC=CC1)(C=1C=CC=CC1)C=1C=CC=CC1 (tetrakis(triphenylphosphine)palladium(0)). Run in C(C)(=O)OCC (ethyl acetate), [Cl-].[Na+].O (Brine). Reaction conditions: temperature 90 celsius, time 1 hour. Product: CC1(C=C(CC(C1)(C)C)C1=C(C=CC=C1)O)C (2-(3,3,5,5-Tetramethylcyclohex-1-enyl)phenol). The yield is 101.0%. RXN SMILES: CC1(C)C(C)(C)OB([C:9]2[CH:14]=[CH:13][CH:12]=[CH:11][C:10]=2[OH:15])O1.[CH3:17][C:18]1([CH3:34])[CH2:23][C:22]([CH3:25])([CH3:24])[CH2:21][C:20](OS(C(F)(F)F)(=O)=O)=[CH:19]1.COCCOC.C(=O)([O-])[O-].[Na+].[Na+]>[Cl-].[Na+].O.C1C=CC([P]([Pd]([P](C2C=CC=CC=2)(C2C=CC=CC=2)C2C=CC=CC=2)([P](C2C=CC=CC=2)(C2C=CC=CC=2)C2C=CC=CC=2)[P](C2C=CC=CC=2)(C2C=CC=CC=2)C2C=CC=CC=2)(C2C=CC=CC=2)C2C=CC=CC=2)=CC=1.C(OCC)(=O)C>[CH3:17][C:18]1([CH3:34])[CH2:23][C:22]([CH3:25])([CH3:24])[CH2:21][C:20]([C:9]2[CH:14]=[CH:13][CH:12]=[CH:11][C:10]=2[OH:15])=[CH:19]1 |f:3.4.5,6.7.8,^1:53,55,74,93|. Reported procedure: To a mixture of 2-(4,4,5,5-tetramethyl-[1,3,2]dioxaborolan-2-yl)phenol(3.5 g, 15.9 mmol), trifluoromethanesulfonic acid 3,3,5,5-tetramethylcyclohex-1-enyl ester (5 g, 17.4 mmol) produced in Example (4a) and 1,2-dimethoxyethane (20 mL) were added tetrakis(triphenylphosphine)palladium(0) (0.92 g, 0.79 mmol) and 2N aqueous solution of sodium carbonate (23.9 mL, 47.7 mmol), followed by stirring for 1 hour at an external temperature of 90° C. under a nitrogen atmosphere. Brine was added to the reacti... The reactants are O=C(Br)CBr, COC(=O)c1ccsc1, ClCCl, Cl[Al](Cl)Cl. Product: COC(=O)c1csc(C(=O)CBr)c1. As a reaction SMILES: [Br:5][CH2:6][C:7](=[O:8])[Br:9].[CH3:10][O:11][C:12](=[O:13])[c:14]1[cH:15][s:16][cH:17][cH:18]1.[Cl:19][CH2:20][Cl:21].[Cl:1][Al:2]([Cl:3])[Cl:4]>>[Br:5][CH2:6][C:7](=[O:8])[c:17]1[s:16][cH:15][c:14]([C:12]([O:11][CH3:10])=[O:13])[cH:18]1. The reactants are NC1N(C(=C(C(=N1)Br)C#N)C)S (2-amino-4-bromo-6-methyl-sulfanyl-pyrimidine-5-carbonitrile), FC1=CC=C(C=C1)N1CCNCC1 (1-(4-fluorophenyl)-piperazine), C(C)N(C(C)C)C(C)C (N-ethyl-diisopropylamine). The solvent is O1CCOCC1 (dioxane). Product: NC1N(C(=C(C(=N1)N1CCN(CC1)C1=CC=C(C=C1)F)C#N)C)S (2-amino-4-[4-(4-fluoro-phenyl)-piperazin-1-yl]-6-methyl-sulfanyl-pyrimidine-5-carbonitrile). As a reaction SMILES: [NH2:1][CH:2]1[N:7]=[C:6](Br)[C:5]([C:9]#[N:10])=[C:4]([CH3:11])[N:3]1[SH:12].[F:13][C:14]1[CH:19]=[CH:18][C:17]([N:20]2[CH2:25][CH2:24][NH:23][CH2:22][CH2:21]2)=[CH:16][CH:15]=1.C(N(C(C)C)C(C)C)C>O1CCOCC1>[NH2:1][CH:2]1[N:7]=[C:6]([N:23]2[CH2:22][CH2:21][N:20]([C:17]3[CH:16]=[CH:15][C:14]([F:13])=[CH:19][CH:18]=3)[CH2:25][CH2:24]2)[C:5]([C:9]#[N:10])=[C:4]([CH3:11])[N:3]1[SH:12]. Procedure: In analogy to the procedure described in example 20b, 2-amino-4-bromo-6-methyl-sulfanyl-pyrimidine-5-carbonitrile (see example 69) was treated with 1-(4-fluorophenyl)-piperazine in dioxane in the presence of N-ethyl-diisopropylamine at room temperature during 36 hours to yield 2-amino-4-[4-(4-fluoro-phenyl)-piperazin-1-yl]-6-methyl-sulfanyl-pyrimidine-5-carbonitrile as a yellow powder; MS: [M+H]+=345. The reactants are OC1=CC2=CC=CC=C2C=C1C(=O)O (2-hydroxy-3-naphthoic acid), Cl[O-].[Na+] (sodium hypochlorite), Cl[O-].[Na+] (sodium hypochlorite), C1=CC=C(C=C1)/C=C/CO[C@H]2[C@@H]([C@H]([C@@H]([C@H](O2)CO)O)O)O (Rosin). Product: ClC1=C(C(=CC2=CC=CC=C12)C(=O)O)O (1-chloro-2-hydroxy-3-naphthoic acid). RXN SMILES: [OH:1][C:2]1[C:11]([C:12]([OH:14])=[O:13])=[CH:10][C:9]2[C:4](=[CH:5][CH:6]=[CH:7][CH:8]=2)[CH:3]=1.[Cl:15][O-].[Na+].C1C=CC(/C=C/CO[C@@H]2O[C@H](CO)[C@@H](O)[C@H](O)[C@H]2O)=CC=1>>[Cl:15][C:3]1[C:4]2[C:9](=[CH:8][CH:7]=[CH:6][CH:5]=2)[CH:10]=[C:11]([C:12]([OH:14])=[O:13])[C:2]=1[OH:1] |f:1.2|. Procedure: Example 2 was repeated in every detail except that part of the 2-hydroxy-3-naphthoic acid in the solution thereof was reacted with sodium hypochlorite before addition of the Rosin N solution. Example 3 contained 1% (0.0007 mole), Example 4 contained 2% (0.0014 mole) and Example 5 contained 4% (0.0028 mole) of 10% sodium hypochlorite solution to form, in each case, 1-chloro-2-hydroxy-3-naphthoic acid in situ. The ratio of amino sulfonic acid/coupling component in Examples 2-5 is 1/1.07 (0.0727/0.... Reaction SMILES: [OH:1][CH2:2][N:3]1[C:8](=[O:9])[NH:7][C:6](=[O:10])[CH:5]=[N:4]1.[CH3:11][C:12]1[CH:20]=[CH:19][C:15]([C:16](O)=[O:17])=[CH:14][CH:13]=1>N1C=CC=CC=1>[CH3:11][C:12]1[CH:20]=[CH:19][C:15]([C:16]([O:1][CH2:2][N:3]2[C:8](=[O:9])[NH:7][C:6](=[O:10])[CH:5]=[N:4]2)=[O:17])=[CH:14][CH:13]=1. Reactants: OCN1N=CC(NC1=O)=O (2-Hydroxymethyl-3,5-dioxo-2,3,4,5-tetrahydro-1,2,4-triazine), CC1=CC=C(C(=O)O)C=C1 (p-methylbenzoic acid), N,N-dicyclohexylcarbodiimide. The solvent is N1=CC=CC=C1 (pyridine). Reaction conditions: time 8 hour. The product is CC1=CC=C(C(=O)OCN2N=CC(NC2=O)=O)C=C1 (2-(p-Methylbenzoyloxymethyl)-3,5-dioxo-2,3,4,5-tetrahydro-1,2,4-triazine). Procedure: 2-Hydroxymethyl-3,5-dioxo-2,3,4,5-tetrahydro-1,2,4-triazine (1.00 g), p-methylbenzoic acid (0.95 g) and N,N-dicyclohexylcarbodiimide (2.90 g) are dissolved in pyridine, and the mixture is allowed to stand overnight. The reaction mixture is then evaporated to dryness to give a residue, which is extracted with chloroform. The chloroform extract is condensed to give an oil, which is purified by thin layer chromatography with silica gel and recrystallized from a mixture of ethanol/n-hexane. 2-(p-Met... Product: NC1=NC=2N(N=C1C)C(=NN2)CC2=CC=C(C=C2)O (4-(7-amino-6-methyl-[1,2,4]triazolo[4,3-b][1,2,4]triazin-3-ylmethyl)-phenol). Run at temperature 70 celsius. The reactants are N (NH3), ClC1=NC=2N(N=C1C)C(=NN2)CC2=CC=C(C=C2)O (4-(7-chloro-6-methyl-[1,2,4]triazolo[4,3-b][1,2,4]triazin-3-ylmethyl)-phenol). Reported procedure: NH3 gas was bubbled through a solution of 4-(7-chloro-6-methyl-[1,2,4]triazolo[4,3-b][1,2,4]triazin-3-ylmethyl)-phenol (70 mg, 0.25 mmol) in methanol (5 mL) at 0° C. The saturated solution was stirred at 70° C. until the starting material disappeared. After evaporation of solvent, the residue was purified on a silica gel column eluting with 10% methanol in dichloromethane to provide 4-(7-amino-6-methyl-[1,2,4]triazolo[4,3-b][1,2,4]triazin-3-ylmethyl)-phenol (35 mg). 1H-NMR (400 MHz, DMSO-d6) δ 9... Solvent: CO (methanol). RXN SMILES: [NH3:1].Cl[C:3]1[C:8]([CH3:9])=[N:7][N:6]2[C:10]([CH2:13][C:14]3[CH:19]=[CH:18][C:17]([OH:20])=[CH:16][CH:15]=3)=[N:11][N:12]=[C:5]2[N:4]=1>CO>[NH2:1][C:3]1[C:8]([CH3:9])=[N:7][N:6]2[C:10]([CH2:13][C:14]3[CH:19]=[CH:18][C:17]([OH:20])=[CH:16][CH:15]=3)=[N:11][N:12]=[C:5]2[N:4]=1. Starting materials: ( II ), ClC1=C(C(NC2=CSC=C12)=O)C#N (7-chloro-5-oxo-4,5-dihydro-2-thia-4-aza-indene-6-carbonitrile), ( 33 ), carbonitrile, O1C=CC=C1 (furan), O1C(=CC=C1)N1CCNCC1 (1-(2-furyl)-piperazine). The product is O=C1NC2=CSC=C2C(=C1C#N)N1CCN(CC1)C(=O)C=1OC=CC1 (5-oxo-7-[4-(furan-2-carbonyl)-piperazin-1-yl]-4,5-dihydro-2-thia-4-aza-indene-6-carbonitrile). RXN SMILES: [O:1]1[CH:5]=[CH:4][CH:3]=[CH:2]1.Cl[C:7]1[C:15]2[C:11](=[CH:12][S:13][CH:14]=2)[NH:10][C:9](=[O:16])[C:8]=1[C:17]#[N:18].[O:19]1C=CC=[C:20]1[N:24]1[CH2:29][CH2:28][NH:27][CH2:26][CH2:25]1>>[O:16]=[C:9]1[C:8]([C:17]#[N:18])=[C:7]([N:27]2[CH2:28][CH2:29][N:24]([C:20]([C:2]3[O:1][CH:5]=[CH:4][CH:3]=3)=[O:19])[CH2:25][CH2:26]2)[C:15]2[C:11](=[CH:12][S:13][CH:14]=2)[NH:10]1. Procedure: To yield compounds of structure (II) wherein R2 is carbonitrile, R3 is furan, and R1 is as defined above, intermediate 7-chloro-5-oxo-4,5-dihydro-2-thia-4-aza-indene-6-carbonitrile, depicted by formula (33), was reacted with 1-(2-furyl)-piperazine to yield 5-oxo-7-[4-(furan-2-carbonyl)-piperazin-1-yl]-4,5-dihydro-2-thia-4-aza-indene-6-carbonitrile, depicted by formula (35). This intermediate was either reacted with an appropriate halide (R1—X) or boronic acid (R1—B(OH)2) to yield the target comp... Starting materials: [OH-].[K+] (potassium hydroxide), C(CCCCCCCCCCC)S(=O)(=O)C1=CC=C(C(=O)OC)C=C1 (Methyl 4-dodecylsulfonylbenzoate), ice, Cl (HCl). The solvent is O (water), CO (methanol). Run at temperature 55 celsius. Yields the product C(CCCCCCCCCCC)S(=O)(=O)C1=CC=C(C(=O)O)C=C1 (4-dodecylsulfonylbenzoic acid). Isolated yield 66.7%. RXN SMILES: [CH2:1]([S:13]([C:16]1[CH:25]=[CH:24][C:19]([C:20]([O:22]C)=[O:21])=[CH:18][CH:17]=1)(=[O:15])=[O:14])[CH2:2][CH2:3][CH2:4][CH2:5][CH2:6][CH2:7][CH2:8][CH2:9][CH2:10][CH2:11][CH3:12].[OH-].[K+].Cl>CO.O>[CH2:1]([S:13]([C:16]1[CH:25]=[CH:24][C:19]([C:20]([OH:22])=[O:21])=[CH:18][CH:17]=1)(=[O:15])=[O:14])[CH2:2][CH2:3][CH2:4][CH2:5][CH2:6][CH2:7][CH2:8][CH2:9][CH2:10][CH2:11][CH3:12] |f:1.2|. Procedure details: Methyl 4-dodecylsulfonylbenzoate (5), (approximately 63.43 mMole) was suspended in methanol (100 mL), and 85%-potassium hydroxide (10.5 g, 64.67 mMole) in water (20 mL) added. The mixture was heated to 50-60° C. for 15 minutes during which time the solid went into solution. The solution was then cooled and added to ice cold 2N-HCl (1 L). The white solid was filtered off, washed with water, then methanol and finally air-dried to give 15.0 g of 4-dodecylsulfonylbenzoic acid.